Dataset: the Open Reaction Database (ORD), a public repository of structured organic reaction records. Task: describe an organic reaction: reactants, conditions, products, and yield Reactants: C(C)OC(C(CC=1C(=NC(=NC1)Cl)Cl)C1=C(C=CC(=C1)OC)OC)=O (3-(2,4-dichloro-pyrimidin-5-yl)-2-(2,5-dimethoxy-phenyl)-propionic acid ethyl ester), NC1=CC=CC=C1 (aniline). Conditions: temperature 120 celsius. Product: C(C)OC(C(C)C1=C(C=CC(=C1)OC)OC)=O (2,5-dimethoxy-phenyl propionic acid ethyl ester). Reaction SMILES: [CH2:1]([O:3][C:4](=[O:25])[CH:5]([C:15]1[CH:20]=[C:19]([O:21][CH3:22])[CH:18]=[CH:17][C:16]=1[O:23][CH3:24])[CH2:6]C1C(Cl)=NC(Cl)=NC=1)[CH3:2].NC1C=CC=CC=1>>[CH2:1]([O:3][C:4](=[O:25])[CH:5]([C:15]1[CH:20]=[C:19]([O:21][CH3:22])[CH:18]=[CH:17][C:16]=1[O:23][CH3:24])[CH3:6])[CH3:2]. Procedure: The mixture of 3-(2,4-dichloro-pyrimidin-5-yl)-2-(2,5-dimethoxy-phenyl)-propionic acid ethyl ester (0.36 g, 0.94 mmol) (from Example 6a supra) and aniline (2.0 mL) (Aldrich) was heated at 120° C. for 2 hours. The reaction mixture was washed with hexanes (50 mL×3), and the supernatant was decanted off after each time. The residue was dissolved in ethyl acetate (100 mL) and successively washed with saturated aqueous ammonium chloride solution (30 mL), water (30 mL) and brine (30 mL), dried over an... The reactants are CSC1=[N+]2Cc3ccccc3CC2CS1, [I-], Nc1cnccn1. The product is c1ccc2c(c1)CC1CSC(=Nc3cnccn3)N1C2. As a reaction SMILES: [CH3:2][S:3][C:4]1=[N+:8]2[CH:7]([CH2:6][S:5]1)[CH2:16][c:15]1[c:10]([cH:11][cH:12][cH:13][cH:14]1)[CH2:9]2.[I-:1].[NH2:17][c:18]1[n:19][cH:20][cH:21][n:22][cH:23]1>>[C:4]1(=[N:17][c:18]2[n:19][cH:20][cH:21][n:22][cH:23]2)[S:5][CH2:6][CH:7]2[N:8]1[CH2:9][c:10]1[cH:11][cH:12][cH:13][cH:14][c:15]1[CH2:16]2. The reactants are NC(=O)c1cc(OCCNCc2ccccc2)ccc1O, CC(C)O, c1csc(-c2ccc(OCC3CO3)cc2)n1. Product: NC(=O)c1cc(OCCN(Cc2ccccc2)CC(O)COc2ccc(-c3nccs3)cc2)ccc1O. As a reaction SMILES: [CH2:17]([c:18]1[cH:19][cH:20][cH:21][cH:22][cH:23]1)[NH:24][CH2:25][CH2:26][O:27][c:28]1[cH:29][cH:30][c:31]([OH:37])[c:32]([C:33](=[O:34])[NH2:35])[cH:36]1.[CH:38]([OH:39])([CH3:40])[CH3:41].[O:1]1[CH:2]([CH2:3][O:4][c:5]2[cH:6][cH:7][c:8](-[c:11]3[s:12][cH:13][cH:14][n:15]3)[cH:9][cH:10]2)[CH2:16]1>>[OH:1][CH:2]([CH2:3][O:4][c:5]1[cH:6][cH:7][c:8](-[c:11]2[s:12][cH:13][cH:14][n:15]2)[cH:9][cH:10]1)[CH2:16][N:24]([CH2:17][c:18]1[cH:19][cH:20][cH:21][cH:22][cH:23]1)[CH2:25][CH2:26][O:27][c:28]1[cH:29][cH:30][c:31]([OH:37])[c:32]([C:33](=[O:34])[NH2:35])[cH:36]1.